From a dataset of the Open Reaction Database (ORD), a public repository of structured organic reaction records. describe an organic reaction: reactants, conditions, products, and yield The reactants are C(C)(=O)OCC(=O)C=1N=CN2C1SC=C2 (7-Acetoxyacetylimidazo[5,1-b]thiazole), C([O-])([O-])=O.[K+].[K+] (Potassium carbonate). The solvent is CO (methanol), O (water). Run at time 45 minute. Product: OCC(=O)C=1N=CN2C1SC=C2 (7-hydroxyacetylimidazo[5,1-b]thiazole). The yield is 94.1%. As a reaction SMILES: C([O:4][CH2:5][C:6]([C:8]1[N:9]=[CH:10][N:11]2[CH:15]=[CH:14][S:13][C:12]=12)=[O:7])(=O)C.C(=O)([O-])[O-].[K+].[K+]>CO.O>[OH:4][CH2:5][C:6]([C:8]1[N:9]=[CH:10][N:11]2[CH:15]=[CH:14][S:13][C:12]=12)=[O:7] |f:1.2.3|. Procedure details: 7-Acetoxyacetylimidazo[5,1-b]thiazole (24.6 mg) was dissolved in 2 ml of methanol and 0.5 ml of water. Potassium carbonate (17.3 mg) was added under ice cooling to the solution. The mixture was stirred for 45 min. Methanol was removed by distillation under the reduced pressure. Water (10 ml) was added to the residue, followed by extraction five times with dichloromethane. The extract was dried over anhydrous magnesium sulfate, and then filtered. The solvent was removed by distillation under the ... The reactants are C(C1=CC=CC=C1)OC1=CC=2CC[C@H]3[C@@H]4CC[C@H]([C@@]4(C)CC[C@@H]3C2C=C1)O (3-Benzyloxyestra-1,3,5(10)-trien-17α-ol), N1C=NC=C1 (imidazole), C(C)(C)(C)[Si](Cl)(C)C (tert-butyldimethylchlorosilane). The solvent is CN(C)C=O (DMF). Reaction conditions: time 2 hour. The product is C(C1=CC=CC=C1)OC1=CC=2CC[C@H]3[C@@H]4CC[C@H]([C@@]4(C)CC[C@@H]3C2C=C1)O[Si](C)(C)C(C)(C)C (3-Benzyloxy-17α-tert-butyldimethylsilyloxyestra-1,3,5(10)-triene). The yield is 100.2%. Reaction SMILES: [CH2:1]([O:8][C:9]1[CH:26]=[CH:25][C:24]2[C@@H:23]3[C@H:14]([C@H:15]4[C@@:19]([CH2:21][CH2:22]3)([CH3:20])[C@H:18]([OH:27])[CH2:17][CH2:16]4)[CH2:13][CH2:12][C:11]=2[CH:10]=1)[C:2]1[CH:7]=[CH:6][CH:5]=[CH:4][CH:3]=1.N1C=CN=C1.[C:33]([Si:37]([CH3:40])([CH3:39])Cl)([CH3:36])([CH3:35])[CH3:34]>CN(C=O)C>[CH2:1]([O:8][C:9]1[CH:26]=[CH:25][C:24]2[C@@H:23]3[C@H:14]([C@H:15]4[C@@:19]([CH2:21][CH2:22]3)([CH3:20])[C@H:18]([O:27][Si:37]([C:33]([CH3:36])([CH3:35])[CH3:34])([CH3:40])[CH3:39])[CH2:17][CH2:16]4)[CH2:13][CH2:12][C:11]=2[CH:10]=1)[C:2]1[CH:3]=[CH:4][CH:5]=[CH:6][CH:7]=1. Procedure: To a solution of 3-benzyloxyestra-1,3,5(10)-trien-17α-ol (49, 1.45 g, 4.0 mmol) in DMF (5.0 mL) were added imidazole (0.408 g, 6.0 mmol) and tert-butyldimethylchlorosilane (0.784 g, 5.2 mmol) at room temperature. The reaction mixture was stirred for 2 h, and quenched with saturated aqueous NaHCO3 at 0° C., and extracted with EtOAc. The combined organic layers were washed with H2O, saturated aqueous NaCl, and then dried (Na2SO4). The desiccant was filtered and the solvent was evaporated at reduce... The reactants are [BH4-], COc1cc(CC(C)C)ccc1C=O, CO, [Na+]. Product: COc1cc(CC(C)C)ccc1CO. Reaction SMILES: [BH4-:15].[CH2:1]([CH:2]([CH3:3])[CH3:4])[c:5]1[cH:6][c:7]([O:13][CH3:14])[c:8]([CH:9]=[O:10])[cH:11][cH:12]1.[CH3:17][OH:18].[Na+:16]>>[CH2:1]([CH:2]([CH3:3])[CH3:4])[c:5]1[cH:6][c:7]([O:13][CH3:14])[c:8]([CH2:9][OH:10])[cH:11][cH:12]1. Reactants: NC=1C=C(C=CC1OC)/C=C(/C#N)\C1=CC(=C(C(=C1)OC)OC)OC.C(=O)(OCC1C2=CC=CC=C2C2=CC=CC=C12)N[C@@H](CO)C(=O)N ((E)-3-(3-Amino-4-methoxyphenyl)-2-(3,4,5-trimethoxyphenyl)-prop-2-enenitrile Fmoc-L-serineamide), C(Cl)(Cl)Cl (chloroform), C(C)OCC (diethyl ether). Run in N1CCCCC1 (piperidine). Run at time 1 hour. The product is NC=1C=C(C=CC1OC)/C=C(/C#N)\C1=CC(=C(C(=C1)OC)OC)OC.Cl.N[C@@H](CO)C(=O)N ((E)-3-(3-Amino-4-methoxyphenyl)-2-(3,4,5-trimethoxyphenyl)-prop-2-enenitrile L-serineamide Hydrochloride). The yield is 48.0%. As a reaction SMILES: [NH2:1][C:2]1[CH:3]=[C:4](/[CH:10]=[C:11](\[C:14]2[CH:19]=[C:18]([O:20][CH3:21])[C:17]([O:22][CH3:23])=[C:16]([O:24][CH3:25])[CH:15]=2)/[C:12]#[N:13])[CH:5]=[CH:6][C:7]=1[O:8][CH3:9].C([NH:43][C@H:44]([C:47]([NH2:49])=[O:48])[CH2:45][OH:46])(OCC1C2C(=CC=CC=2)C2C1=CC=CC=2)=O.C(OCC)C.C(Cl)(Cl)[Cl:56]>N1CCCCC1>[NH2:1][C:2]1[CH:3]=[C:4](/[CH:10]=[C:11](\[C:14]2[CH:15]=[C:16]([O:24][CH3:25])[C:17]([O:22][CH3:23])=[C:18]([O:20][CH3:21])[CH:19]=2)/[C:12]#[N:13])[CH:5]=[CH:6][C:7]=1[O:8][CH3:9].[ClH:56].[NH2:43][C@H:44]([C:47]([NH2:49])=[O:48])[CH2:45][OH:46] |f:0.1,5.6.7|. Reported procedure: (E)-3-(3-Amino-4-methoxyphenyl)-2-(3,4,5-trimethoxyphenyl)-prop-2-enenitrile-Fmoc-L-serineamide (1,430 mg, 2.07 mmols) were dissolved in 5 ml of chloroform and 2 ml of piperidine. The reaction was conducted for 1 hour, and the product was then purified using a silica-gel column (eluent, mixture of ethyl acetate and dichloromethane at a ratio by volume of 1:1). The thus-purified product was concentrated to dryness under reduced pressure, and then dissolved in 10 ml of a solution of 4-M hydrochlor... Starting materials: IC=1C(NC(NC1)=O)=O (5-iodouracil), C[Si](C)(C)C(C(=O)N)[Si](C)(C)C (bistrimethylsilylacetamide), C(C)OCCl (chloromethyl ethyl ether). Reagents/catalysts: [I-].C(CCC)[N+](CCCC)(CCCC)CCCC (tetra-n-butylammonium iodide). Solvent: ClCCl (dichloromethane). Run at time 15 minute. The product is C(C)OCN1C(=O)NC(=O)C(=C1)I (1-(ethoxy-methyl)-5-iodouracil). Yield: 91.7%. As a reaction SMILES: [I:1][C:2]1[C:3](=[O:9])[NH:4][C:5](=[O:8])[NH:6][CH:7]=1.C[Si](C([Si](C)(C)C)C(N)=O)(C)C.[CH2:22]([O:24][CH2:25]Cl)[CH3:23]>ClCCl.[I-].C([N+](CCCC)(CCCC)CCCC)CCC>[CH2:22]([O:24][CH2:25][N:6]1[CH:7]=[C:2]([I:1])[C:3](=[O:9])[NH:4][C:5]1=[O:8])[CH3:23] |f:4.5|. Procedure details: In 50 ml of dichloromethane, 4.76 g (20 mmol) of 5-iodouracil was suspended and added with 11 ml (45 mmol) of bistrimethylsilylacetamide and stirred for 15 minutes at room temperature to form a homogeneous solution. This solution was added with 2.04 ml (22 mmol) of chloromethyl ethyl ether and 60 mg of tetra-n-butylammonium iodide and heated under reflux for 3 hours. After the solvent was evaporated under reduced pressure, the residue was added with water to produce crystals, which were taken by... The reactants are C1=CCCCC1, Cc1cccc(CCOCc2ccccc2)c1CNc1cc(C(N)=O)cn2c(C)c(C)nc12, CCO, [OH-], [OH-], [Pd+2]. Product: Cc1cccc(CCO)c1CNc1cc(C(N)=O)cn2c(C)c(C)nc12. As a reaction SMILES: [CH2:34]1[CH2:35][CH:36]=[CH:37][CH2:38][CH2:39]1.[CH3:1][c:2]1[n:3][c:4]2[n:5]([cH:6][c:7]([C:29](=[O:30])[NH2:31])[cH:8][c:9]2[NH:10][CH2:11][c:12]2[c:13]([CH2:19][CH2:20][O:21][CH2:22][c:23]3[cH:24][cH:25][cH:26][cH:27][cH:28]3)[cH:14][cH:15][cH:16][c:17]2[CH3:18])[c:32]1[CH3:33].[CH3:43][CH2:44][OH:45].[OH-:40].[OH-:41].[Pd+2:42]>>[CH3:1][c:2]1[n:3][c:4]2[n:5]([cH:6][c:7]([C:29](=[O:30])[NH2:31])[cH:8][c:9]2[NH:10][CH2:11][c:12]2[c:13]([CH2:19][CH2:20][OH:21])[cH:14][cH:15][cH:16][c:17]2[CH3:18])[c:32]1[CH3:33].